The task is: describe an organic reaction: reactants, conditions, products, and yield. This data is from the Open Reaction Database (ORD), a public repository of structured organic reaction records. Reactants: NC1=C2C(=C(C=3C(C4=CC=CC=C4C(C13)=O)=O)N)C(NC2=O)=O (1,4-diaminoanthraquinone-2,3-dicarboximide), 6-aminopropanol. Solvent: COC(C)O (methoxyethanol). Run at temperature 120 celsius. The product is OCCCCCCN1C(=O)C2=C(C=3C(C4=CC=CC=C4C(C3C(=C2C1=O)N)=O)=O)N (N-(6'-hydroxyhexyl)1,4-diaminoanthraquinone-2,3-dicarboximide). Yield: 83.0%. Reaction SMILES: [NH2:1][C:2]1[C:15]2[C:14](=[O:16])[C:13]3[C:8](=[CH:9][CH:10]=[CH:11][CH:12]=3)[C:7](=[O:17])[C:6]=2[C:5]([NH2:18])=[C:4]2[C:19](=[O:23])[NH:20][C:21](=[O:22])[C:3]=12>COC(O)C>[OH:16][CH2:14][CH2:13][CH2:12][CH2:11][CH2:10][CH2:9][N:20]1[C:21](=[O:22])[C:3]2[C:4](=[C:5]([NH2:18])[C:6]3[C:7](=[O:17])[C:8]4[C:13]([C:14](=[O:16])[C:15]=3[C:2]=2[NH2:1])=[CH:12][CH:11]=[CH:10][CH:9]=4)[C:19]1=[O:23]. Procedure details: A suspension of 1,4-diaminoanthraquinone-2,3-dicarboximide (15.0 parts) and 6-aminopropanol (28.6 parts) in methoxyethanol (200.0 parts) was heated at 120° C. for 6 hours. The reaction mixture was cooled to room temperature, followed by cooling in ice for several hours. Thereafter the resulting mixture was filtered and washed with methanol (600 parts). The product obtained was dried in vacuo for 8 hours at 45° C. yielding N-(6'-hydroxyhexyl)1,4-diaminoanthraquinone-2,3-dicarboximide (17.1 parts,... Starting materials: [BH3-]C#N, CC(=O)O, Cc1cc(C(C)OCC2(c3ccc(F)cc3)CCN(C(=O)OC(C)(C)C)CC2)c2c(cnn2CC(F)F)c1, [Na+], O=C(O)C(F)(F)F. Yields the product Cc1cc(C(C)OCC2(c3ccc(F)cc3)CCN(C)CC2)c2c(cnn2CC(F)F)c1. As a reaction SMILES: [C:39]([BH3-:40])#[N:41].[CH3:43][C:44](=[O:45])[OH:46].[F:1][CH:2]([CH2:3][n:4]1[n:5][cH:6][c:7]2[cH:8][c:9]([CH3:37])[cH:10][c:11]([CH:13]([CH3:14])[O:15][CH2:16][C:17]3([c:30]4[cH:31][cH:32][c:33]([F:36])[cH:34][cH:35]4)[CH2:18][CH2:19][N:20]([C:23]([O:24][C:25]([CH3:26])([CH3:27])[CH3:28])=[O:29])[CH2:21][CH2:22]3)[c:12]12)[F:38].[Na+:42].[OH:47][C:48]([C:49]([F:50])([F:51])[F:52])=[O:53]>>[F:1][CH:2]([CH2:3][n:4]1[n:5][cH:6][c:7]2[cH:8][c:9]([CH3:37])[cH:10][c:11]([CH:13]([CH3:14])[O:15][CH2:16][C:17]3([c:30]4[cH:31][cH:32][c:33]([F:36])[cH:34][cH:35]4)[CH2:18][CH2:19][N:20]([CH3:23])[CH2:21][CH2:22]3)[c:12]12)[F:38].